From a dataset of the Open Reaction Database (ORD), a public repository of structured organic reaction records. describe an organic reaction: reactants, conditions, products, and yield Reactants: FC1=CC2=C(C(=NO2)C2CCN(CC2)CCC2=C(N=C3N(C2=O)C=CC=C3O)C)C=C1 (3-[2-[4-(6-fluoro-1,2-benzisoxazol-3-yl)piperidin-1-yl]ethyl]-9-hydroxy-2-methyl-4H-pyrido-[1,2-a]pyrimidin-4-one). Reagents/catalysts: [Pd] (palladium), [Pt] (platinum), [Pd] (palladium). Run in C(C)(=O)O (acetic acid). Yields the product CC1=C(C(=O)N2CCCC(C2=N1)O)CCN3CCC(CC3)C=4C=5C=CC(=CC5ON4)F (paliperidone). RXN SMILES: [F:1][C:2]1[CH:31]=[CH:30][C:5]2[C:6]([CH:9]3[CH2:14][CH2:13][N:12]([CH2:15][CH2:16][C:17]4[C:22](=[O:23])[N:21]5[CH:24]=[CH:25][CH:26]=[C:27]([OH:28])[C:20]5=[N:19][C:18]=4[CH3:29])[CH2:11][CH2:10]3)=[N:7][O:8][C:4]=2[CH:3]=1>[Pt].[Pd].C(O)(=O)C>[CH3:29][C:18]1[N:19]=[C:20]2[N:21]([CH2:24][CH2:25][CH2:26][CH:27]2[OH:28])[C:22](=[O:23])[C:17]=1[CH2:16][CH2:15][N:12]1[CH2:13][CH2:14][CH:9]([C:6]2[C:5]3[CH:30]=[CH:31][C:2]([F:1])=[CH:3][C:4]=3[O:8][N:7]=2)[CH2:10][CH2:11]1. Procedure details: In the step-b, the pyridine ring of 3-[2-[4-(6-fluoro-1,2-benzisoxazol-3-yl)piperidin-1-yl]ethyl]-9-hydroxy-2-methyl-4H-pyrido-[1,2-a]pyrimidin-4-one, compound of formula-11, is reduced by a suitable reducing agent as defined earlier. Good yields were obtained on hydrogenation using palladium or platinum catalyst in acidic conditions. In the preferred embodiment the reaction was performed by hydrogenation using palladium catalyst in presence of acetic acid to provide pure paliperidone. Starting materials: FC=1C(=NC=C(C1)CNC(C1=CN=C(C=C1)N1CCNCC1)=O)C1=CC(=NC=C1)C(F)(F)F (N-((3-fluoro-2′-(trifluoromethyl)-[2,4′-bipyridin]-5-yl)methyl)-6-(piperazin-1-yl)nicotinamide), CCN(C(C)C)C(C)C (DIEA), C(C)(=O)Cl (acetyl chloride). The solvent is C(C)(=O)OCC (ethyl acetate), C(Cl)Cl (DCM). Conditions: time 20 minute. The product is C(C)(=O)N1CCN(CC1)C1=NC=C(C(=O)NCC=2C=C(C(=NC2)C2=CC(=NC=C2)C(F)(F)F)F)C=C1 (6-(4-acetylpiperazin-1-yl)-N-((3-fluoro-2′-(trifluoromethyl)-[2,4′-bipyridin]-5-yl)methyl)nicotinamide). Reaction SMILES: [F:1][C:2]1[C:3]([C:24]2[CH:29]=[CH:28][N:27]=[C:26]([C:30]([F:33])([F:32])[F:31])[CH:25]=2)=[N:4][CH:5]=[C:6]([CH2:8][NH:9][C:10](=[O:23])[C:11]2[CH:16]=[CH:15][C:14]([N:17]3[CH2:22][CH2:21][NH:20][CH2:19][CH2:18]3)=[N:13][CH:12]=2)[CH:7]=1.CCN(C(C)C)C(C)C.[C:43](Cl)(=[O:45])[CH3:44]>C(Cl)Cl.C(OCC)(=O)C>[C:43]([N:20]1[CH2:21][CH2:22][N:17]([C:14]2[CH:15]=[CH:16][C:11]([C:10]([NH:9][CH2:8][C:6]3[CH:7]=[C:2]([F:1])[C:3]([C:24]4[CH:29]=[CH:28][N:27]=[C:26]([C:30]([F:33])([F:31])[F:32])[CH:25]=4)=[N:4][CH:5]=3)=[O:23])=[CH:12][N:13]=2)[CH2:18][CH2:19]1)(=[O:45])[CH3:44]. Reported procedure: To a solution of N-((3-fluoro-2′-(trifluoromethyl)-[2,4′-bipyridin]-5-yl)methyl)-6-(piperazin-1-yl)nicotinamide 46-3 (35 mg, 0.076 mmol) and DIEA (27 μL, 0.155 mmol) in DCM (1.0 mL) was added acetyl chloride 46-4 (7 μL, 0.095 mmol). After 20 minutes stirring, the mixture was diluted with ethyl acetate, washed with water, and dried over Na2SO4. After evaporation of the solvents followed by preparative reverse phase HPLC separation gave 6-(4-acetylpiperazin-1-yl)-N-((3-fluoro-2′-(trifluoromethyl)-... Reactants: CC(C)(OC(=O)N[C@H](C(=O)O)CC(C)C)C (2-(S)-(1,1-dimethylethoxycarbonyl)amino-4-methylpentanoic acid), ON1N=NC2=C1C=CC=C2 (1-hydroxybenzotriazole), C1(CCCCC1)N=C=NC1CCCCC1 (dicyclohexylcarbodiimide), N1CC(C2=CC=CC=C12)CC1C=2N(C3=C(C(N1)=O)C=CC=C3)C(C=3C=CC=CC3N2)=O (7-[(2,3-Dihydro-1H-indol-3-yl)methyl]-quinazolino(3,2-A)-1,4-benzodiazepin-5,13-(6H,7H)-dione). Solvent: CN(C=O)C (dimethylformamide), C(C)N(CC)CC (triethylamine). Reaction conditions: time 8 hour. The product is O.CC(C)(OC(=O)N[C@H](C(=O)N1CC(C2=CC=CC=C12)CC1C=2N(C3=C(C(N1)=O)C=CC=C3)C(C=3C=CC=CC3N2)=O)CC(C)C)C.CC(C)(OC(=O)N[C@H](C(=O)N2CC(C3=CC=CC=C23)CC2C=3N(C1=C(C(N2)=O)C=CC=C1)C(C=1C=CC=CC1N3)=O)CC(C)C)C (7-[(1-[2(S)-((1,1-dimethylethoxy)carbonyl)amino-4-methylpentanoyl]-2,3-dihydro-1H-indol-3-yl)methyl]quinazolino(3,2-A)-1,4-benzodiazepin-5,13-(6H,7H)-dione hemihydrate). As a reaction SMILES: [NH:1]1[C:9]2[C:4](=[CH:5][CH:6]=[CH:7][CH:8]=2)[CH:3]([CH2:10][CH:11]2[NH:17][C:16](=[O:18])[C:15]3[CH:19]=[CH:20][CH:21]=[CH:22][C:14]=3[N:13]3[C:23](=[O:31])[C:24]4[CH:25]=[CH:26][CH:27]=[CH:28][C:29]=4[N:30]=[C:12]23)[CH2:2]1.[CH3:32][C:33]([CH3:47])([O:35][C:36]([NH:38][C@@H:39]([CH2:43][CH:44]([CH3:46])[CH3:45])[C:40]([OH:42])=[O:41])=[O:37])[CH3:34].ON1C2C=CC=CC=2N=N1.C1(N=C=NC2CCCCC2)CCCCC1>CN(C)C=O.C(N(CC)CC)C>[OH2:18].[CH3:34][C:33]([CH3:47])([O:35][C:36]([NH:38][C@@H:39]([CH2:43][CH:44]([CH3:45])[CH3:46])[C:40]([N:1]1[C:9]2[C:4](=[CH:5][CH:6]=[CH:7][CH:8]=2)[CH:3]([CH2:10][CH:11]2[NH:17][C:16](=[O:18])[C:15]3[CH:19]=[CH:20][CH:21]=[CH:22][C:14]=3[N:13]3[C:23](=[O:31])[C:24]4[CH:25]=[CH:26][CH:27]=[CH:28][C:29]=4[N:30]=[C:12]23)[CH2:2]1)=[O:41])=[O:37])[CH3:32].[CH3:47][C:33]([CH3:32])([O:35][C:36]([NH:38][C@@H:39]([CH2:43][CH:44]([CH3:46])[CH3:45])[C:40]([N:1]1[C:9]2[C:4](=[CH:5][CH:6]=[CH:7][CH:8]=2)[CH:3]([CH2:10][CH:11]2[NH:17][C:16](=[O:18])[C:15]3[CH:19]=[CH:20][CH:21]=[CH:22][C:14]=3[N:13]3[C:23](=[O:31])[C:24]4[CH:25]=[CH:26][CH:27]=[CH:28][C:29]=4[N:30]=[C:12]23)[CH2:2]1)=[O:42])=[O:37])[CH3:34] |f:6.7.8|. Procedure: 7-[(2,3-Dihydro-1H-indol-3-yl)methyl]-quinazolino(3,2-A)-1,4-benzodiazepin-5,13-(6H,7H)-dione (50 mg, 0.122 mmole) was dissolved in 2 ml of dry dimethylformamide under nitrogen and treated at room temperature with 2-(S)-(1,1-dimethylethoxycarbonyl)amino-4-methylpentanoic acid (34 mg, 0.146 mmole), 1-hydroxybenzotriazole (20 mg, 0.146 mmole), and dicyclohexylcarbodiimide (30 mg, 0.146 mmole), respectively. The pH of the reaction mixture was adjusted to approximately 8 with triethylamine (20 μl) a... Starting materials: CC=1C=C2C(=C3C1OC1=C3C=CC=C1)C(=O)OC2=O (4-methyldibenzofuran-1,2-dicarboxylic anhydride), CN(CCN)C (N,N-dimethylethylenediamine). Solvent: C1(=CC=CC=C1)C (toluene). Yields the product CN(CCN1C(C=2C=C(C3=C(C2C1=O)C1=C(O3)C=CC=C1)C)=O)C (2-(2-dimethylaminoethyl)-5-methyl-1H-benzofuro[3,2-e]isoindole-1,3(2H)-dione). Yield: 89.4%. As a reaction SMILES: [CH3:1][C:2]1[CH:3]=[C:4]2[C:18](=O)[O:17][C:15](=[O:16])[C:5]2=[C:6]2[C:10]3[CH:11]=[CH:12][CH:13]=[CH:14][C:9]=3[O:8][C:7]=12.[CH3:20][N:21]([CH3:25])[CH2:22][CH2:23][NH2:24]>C1(C)C=CC=CC=1>[CH3:20][N:21]([CH3:25])[CH2:22][CH2:23][N:24]1[C:15](=[O:16])[C:5]2[C:6]3[C:10]4[CH:11]=[CH:12][CH:13]=[CH:14][C:9]=4[O:8][C:7]=3[C:2]([CH3:1])=[CH:3][C:4]=2[C:18]1=[O:17]. Procedure: To 50 ml of toluene were added 140 mg of 4-methyldibenzofuran-1,2-dicarboxylic anhydride and 270 mg of N,N-dimethylethylenediamine. The mixture was azeotropicallyl refluxed for 2 hours. The solvent was removed by distillation under reduced pressure. The residue was recrystallized from ethanol to obtain 160 mg (yield: 89%) of 2-(2-dimethylaminoethyl)-5-methyl-1H-benzofuro[3,2-e]isoindole-1,3(2H)-dione as light yellow needles. The reactants are BrC=1C=CC(=C(C(=O)O)C1)Cl (5-bromo-2-chlorobenzoic acid), C(C)C1=CC=CC=C1 (ethylbenzene). Product: BrC1=CC(=C(C=C1)Cl)CC1=CC=C(C=C1)CC (1-bromo-4-chloro-3-(4-ethylbenzyl)benzene). Reaction SMILES: [Br:1][C:2]1[CH:3]=[CH:4][C:5]([Cl:11])=[C:6]([CH:10]=1)[C:7](O)=O.[CH2:12]([C:14]1[CH:19]=[CH:18][CH:17]=[CH:16][CH:15]=1)[CH3:13]>>[Br:1][C:2]1[CH:3]=[CH:4][C:5]([Cl:11])=[C:6]([CH2:7][C:17]2[CH:18]=[CH:19][C:14]([CH2:12][CH3:13])=[CH:15][CH:16]=2)[CH:10]=1. Procedure: Synthesis was performed by a similar method as in Preparation Example 14 using 5-bromo-2-chlorobenzoic acid and ethylbenzene. The reactants are C#CCBr, CCO, Nc1ncccn1. Product: C#CCNc1ncccn1. As a reaction SMILES: [CH2:8]([C:9]#[CH:10])[Br:11].[CH3:12][CH2:13][OH:14].[NH2:1][c:2]1[n:3][cH:4][cH:5][cH:6][n:7]1>>[NH:1]([c:2]1[n:3][cH:4][cH:5][cH:6][n:7]1)[CH2:10][C:9]#[CH:8].